Dataset: the Open Reaction Database (ORD), a public repository of structured organic reaction records. Task: describe an organic reaction: reactants, conditions, products, and yield Starting materials: NC1C(N(C2=C(C=CC=C2C1)N1C(CCC1)=O)CC1=CSC=C1)=O ((−)-3-amino-8-(2-oxopyrrolidin-1-yl)-1-(thiophen-3-ylmethyl)-3,4-dihydroquinolin-2(1H)-one), C(C)(C)(C)OC(=O)N[C@@H](C(=O)O)CC1=CN(C2=CC=CC=C12)CC ((R)-2-(tert-butoxycarbonylamino)-3-(1-ethyl-1H-indol-3-yl)propanoic acid). The product is C(C)N1C=C(C2=CC=CC=C12)C[C@H](C(NC1C(N(C2=C(C=CC=C2C1)N1C(CCC1)=O)CC1=CSC=C1)=O)=O)NC(OC(C)(C)C)=O (tert-butyl (2R)-3-(1-ethyl-1H-indol-3-yl)-1-oxo-1-[2-oxo-8-(2-oxopyrrolidin-1-yl)-1-(thiophen-3-ylmethyl)-1,2,3,4-tetrahydroquinolin-3-ylamino]propan-2-ylcarbamate). Isolated yield 73.7%. Reaction SMILES: [NH2:1][CH:2]1[CH2:11][C:10]2[C:5](=[C:6]([N:12]3[CH2:16][CH2:15][CH2:14][C:13]3=[O:17])[CH:7]=[CH:8][CH:9]=2)[N:4]([CH2:18][C:19]2[CH:23]=[CH:22][S:21][CH:20]=2)[C:3]1=[O:24].[C:25]([O:29][C:30]([NH:32][C@H:33]([CH2:37][C:38]1[C:46]2[C:41](=[CH:42][CH:43]=[CH:44][CH:45]=2)[N:40]([CH2:47][CH3:48])[CH:39]=1)[C:34](O)=[O:35])=[O:31])([CH3:28])([CH3:27])[CH3:26]>>[CH2:47]([N:40]1[C:41]2[C:46](=[CH:45][CH:44]=[CH:43][CH:42]=2)[C:38]([CH2:37][C@@H:33]([NH:32][C:30](=[O:31])[O:29][C:25]([CH3:28])([CH3:27])[CH3:26])[C:34](=[O:35])[NH:1][CH:2]2[CH2:11][C:10]3[C:5](=[C:6]([N:12]4[CH2:16][CH2:15][CH2:14][C:13]4=[O:17])[CH:7]=[CH:8][CH:9]=3)[N:4]([CH2:18][C:19]3[CH:23]=[CH:22][S:21][CH:20]=3)[C:3]2=[O:24])=[CH:39]1)[CH3:48]. Procedure details: The procedure of Example 14(a) was repeated, except that (−)-3-amino-8-(2-oxopyrrolidin-1-yl)-1-(thiophen-3-ylmethyl)-3,4-dihydroquinolin-2(1H)-one (200 mg) and (R)-2-(tert-butoxycarbonylamino)-3-(1-ethyl-1H-indol-3-yl)propanoic acid (234 mg) synthesized in Referential Example 1(b) were used, whereby the title compound (283 mg) was yielded.